The task is: describe an organic reaction: reactants, conditions, products, and yield. This data is from the Open Reaction Database (ORD), a public repository of structured organic reaction records. Starting materials: C1CCOC1, C[Mg]Cl, CON(C)C(=O)C1CCN(C(=O)OC(C)(C)C)CC1C. Product: CC(=O)C1CCN(C(=O)OC(C)(C)C)CC1C. As a reaction SMILES: [CH2:24]1[O:25][CH2:26][CH2:27][CH2:28]1.[CH3:1][Mg:2][Cl:3].[CH3:4][O:5][N:6]([C:7](=[O:8])[CH:9]1[CH:10]([CH3:22])[CH2:11][N:12]([C:15](=[O:16])[O:17][C:18]([CH3:19])([CH3:20])[CH3:21])[CH2:13][CH2:14]1)[CH3:23]>>[CH3:1][C:7](=[O:8])[CH:9]1[CH:10]([CH3:22])[CH2:11][N:12]([C:15](=[O:16])[O:17][C:18]([CH3:19])([CH3:20])[CH3:21])[CH2:13][CH2:14]1.